Dataset: the Open Reaction Database (ORD), a public repository of structured organic reaction records. Task: describe an organic reaction: reactants, conditions, products, and yield Reactants: C(C)OC(CN1C(CN=C(C2=C1C=CC(=C2)C(F)(F)F)C2=CC=CC=C2)=O)=O (7-trifluoromethyl-2,3dihydro-2-oxo-5-phenyl-1H-1,4-benzodiazepin-1-acetic acid ethyl ester), P12(=S)SP3(=S)SP(=S)(S1)SP(=S)(S2)S3 (phosphorus pentasulfide), N1=CC=CC=C1 (pyridine). The solvent is C(Cl)Cl.O (methylene chloride water). Yields the product C(C)OC(CN1C(CN=C(C2=C1C=CC(=C2)C(F)(F)F)C2=CC=CC=C2)=S)=O (2,3-dihydro-5-phenyl-2-thioxo-7-(trifluoromethyl)-1H-1,4-benzodiazepin-1-acetic acid ethyl ester). Reaction SMILES: [CH2:1]([O:3][C:4](=[O:28])[CH2:5][N:6]1[C:12]2[CH:13]=[CH:14][C:15]([C:17]([F:20])([F:19])[F:18])=[CH:16][C:11]=2[C:10]([C:21]2[CH:26]=[CH:25][CH:24]=[CH:23][CH:22]=2)=[N:9][CH2:8][C:7]1=O)[CH3:2].P12(SP3(SP(SP(S3)(S1)=S)(=S)S2)=S)=[S:30].N1C=CC=CC=1>C(Cl)Cl.O>[CH2:1]([O:3][C:4](=[O:28])[CH2:5][N:6]1[C:12]2[CH:13]=[CH:14][C:15]([C:17]([F:20])([F:19])[F:18])=[CH:16][C:11]=2[C:10]([C:21]2[CH:26]=[CH:25][CH:24]=[CH:23][CH:22]=2)=[N:9][CH2:8][C:7]1=[S:30])[CH3:2] |f:3.4|. Procedure details: A mixture of 0.01 mole of 7-trifluoromethyl-2,3dihydro-2-oxo-5-phenyl-1H-1,4-benzodiazepin-1-acetic acid ethyl ester and 0.0105 mole of phosphorus pentasulfide and 100 ml. of pyridine is heated under reflux for about 24 hours. The mixture is evaporated and the residue thus obtained is dissolved in methylene chloride-water. The organic layer is separated, washed with saturated sodium bicarbonate solution, dried over anhydrous magnesium sulfate and evaporated to remove the solvent. The residue thu... Reactants: CCOC(C)O, Nc1cccc(Cl)c1, COc1cc2ncc(C#N)c(Cl)c2cc1OC, c1ccncc1. Product: COc1cc2ncc(C#N)c(Nc3cccc(Cl)c3)c2cc1OC. RXN SMILES: [CH2:26]([O:27][CH:28]([OH:29])[CH3:30])[CH3:31].[Cl:18][c:19]1[cH:20][c:21]([NH2:22])[cH:23][cH:24][cH:25]1.[Cl:1][c:2]1[c:3]([C:16]#[N:17])[cH:4][n:5][c:6]2[cH:7][c:8]([O:14][CH3:15])[c:9]([O:12][CH3:13])[cH:10][c:11]12.[cH:32]1[cH:33][cH:34][n:35][cH:36][cH:37]1>>[c:2]1([NH:22][c:21]2[cH:20][c:19]([Cl:18])[cH:25][cH:24][cH:23]2)[c:3]([C:16]#[N:17])[cH:4][n:5][c:6]2[cH:7][c:8]([O:14][CH3:15])[c:9]([O:12][CH3:13])[cH:10][c:11]12. The reactants are C(#N)C=1C=C(C=CC1B1OCC(CO1)(C)C)S(=O)(=O)N(C1=NC=NS1)CC1=C(C=C(C=C1)OC)OC (3-cyano-N-(2,4-dimethoxybenzyl)-4-(5,5-dimethyl-1,3,2-dioxaborinan-2-yl)-N-1,2,4-thiadiazol-5-ylbenzenesulfonamide), aqueous solution, C([O-])([O-])=O.[K+].[K+] (potassium carbonate), BrCC1=C(C=C(C=C1)C(F)(F)F)C1=CN=NC=C1 (4-[2-(bromomethyl)-5-(trifluoromethyl)phenyl]pyridazine). Reagents/catalysts: C=1C=CC(=CC1)[P](C=2C=CC=CC2)(C=3C=CC=CC3)[Pd]([P](C=4C=CC=CC4)(C=5C=CC=CC5)C=6C=CC=CC6)([P](C=7C=CC=CC7)(C=8C=CC=CC8)C=9C=CC=CC9)[P](C=1C=CC=CC1)(C=1C=CC=CC1)C=1C=CC=CC1 (tetrakis(triphenylphosphine)palladium). Run in O1CCCC1 (tetrahydrofuran). Reaction conditions: temperature 65 celsius. Product: C(#N)C=1C=C(C=CC1CC1=C(C=C(C=C1)C(F)(F)F)C1=CN=NC=C1)S(=O)(=O)N(C1=NC=NS1)CC1=C(C=C(C=C1)OC)OC (3-Cyano-N-(2,4-dimethoxybenzyl)-4-[2-pyridazin-4-yl-4-(trifluoromethyl)benzyl]-N-1,2,4-thiadiazol-5-ylbenzenesulfonamide). RXN SMILES: [C:1]([C:3]1[CH:4]=[C:5]([S:17]([N:20]([CH2:26][C:27]2[CH:32]=[CH:31][C:30]([O:33][CH3:34])=[CH:29][C:28]=2[O:35][CH3:36])[C:21]2[S:25][N:24]=[CH:23][N:22]=2)(=[O:19])=[O:18])[CH:6]=[CH:7][C:8]=1B1OCC(C)(C)CO1)#[N:2].C(=O)([O-])[O-].[K+].[K+].Br[CH2:44][C:45]1[CH:50]=[CH:49][C:48]([C:51]([F:54])([F:53])[F:52])=[CH:47][C:46]=1[C:55]1[CH:60]=[CH:59][N:58]=[N:57][CH:56]=1>O1CCCC1.C1C=CC([P]([Pd]([P](C2C=CC=CC=2)(C2C=CC=CC=2)C2C=CC=CC=2)([P](C2C=CC=CC=2)(C2C=CC=CC=2)C2C=CC=CC=2)[P](C2C=CC=CC=2)(C2C=CC=CC=2)C2C=CC=CC=2)(C2C=CC=CC=2)C2C=CC=CC=2)=CC=1>[C:1]([C:3]1[CH:4]=[C:5]([S:17]([N:20]([CH2:26][C:27]2[CH:32]=[CH:31][C:30]([O:33][CH3:34])=[CH:29][C:28]=2[O:35][CH3:36])[C:21]2[S:25][N:24]=[CH:23][N:22]=2)(=[O:18])=[O:19])[CH:6]=[CH:7][C:8]=1[CH2:44][C:45]1[CH:50]=[CH:49][C:48]([C:51]([F:53])([F:54])[F:52])=[CH:47][C:46]=1[C:55]1[CH:60]=[CH:59][N:58]=[N:57][CH:56]=1)#[N:2] |f:1.2.3,^1:69,71,90,109|. Procedure details: To a solution of 3-cyano-N-(2,4-dimethoxybenzyl)-4-(5,5-dimethyl-1,3,2-dioxaborinan-2-yl)-N-1,2,4-thiadiazol-5-ylbenzenesulfonamide (Preparation 29, 100 mg, 0.19 mmol) in tetrahydrofuran (2 mL) was added a 2 M aqueous solution of potassium carbonate (270 μL, 0.54 mmol) and 4-[2-(bromomethyl)-5-(trifluoromethyl)phenyl]pyridazine (Preparation 33, 57 mg, 0.18 mmol). The solution was sparged with nitrogen before the addition of tetrakis(triphenylphosphine)palladium (0) (20.8 mg, 0.018 mmol). The rea...